This data is from the Open Reaction Database (ORD), a public repository of structured organic reaction records. The task is: describe an organic reaction: reactants, conditions, products, and yield The reactants are C(#N)C1=CC(=C(C=C1)OS(=O)(=O)C1=CC=CC=C1)OC (benzene-sulfonic acid 4-cyano-2-methoxy-phenyl ester), C(C)N(CC#C)CC (diethyl-prop-2-ynyl-amine). Run in CCCCCCC.CCOC(=O)C (heptane EtOAc). Product: C(C)N(CC#CC1=C(C=C(C#N)C=C1)OC)CC (4-(3-Diethylamino-prop-1-ynyl)-3-methoxy-benzonitrile). Reaction SMILES: [C:1]([C:3]1[CH:8]=[CH:7][C:6](OS(C2C=CC=CC=2)(=O)=O)=[C:5]([O:19][CH3:20])[CH:4]=1)#[N:2].[CH2:21]([N:23]([CH2:27][CH3:28])[CH2:24][C:25]#[CH:26])[CH3:22]>CCCCCCC.CCOC(C)=O>[CH2:21]([N:23]([CH2:27][CH3:28])[CH2:24][C:25]#[C:26][C:6]1[CH:7]=[CH:8][C:3]([C:1]#[N:2])=[CH:4][C:5]=1[O:19][CH3:20])[CH3:22] |f:2.3|. Procedure: This product was prepared from benzene-sulfonic acid 4-cyano-2-methoxy-phenyl ester and diethyl-prop-2-ynyl-amine following the general procedure for the Sonogashira cross-coupling process described above. Chromatography eluent: heptane/EtOAc 1:1; yield (90 mg, 74%); 1H NMR δ (CDCl3): 7.52 (d, J=8.35 Hz, 1H), 7.21 (d, J=8.21 Hz, 1H), 7.11 (s, 1H), 3.81 (s, 3H), 2.69 (t, J=7.22 Hz, 2H), 2.58 (t, J=7.21 Hz, 2H), 1.99 (p, J=7.11 Hz, 2H); LCMS m/z: 242. The reactants are O1C(NC(C1)=O)=O (1,3-oxazolidine-2,4-dione), CN(C(=N)N(C)C)C (1,1,3,3-tetramethylguanidine), ClC=1C=C(C=CC1CCl)C1=CC=C(C=C1)F (3-chloro-4-(chloromethyl)-4′-fluoro-1,1′-biphenyl). Run in O1CCCC1 (tetrahydrofuran). Product: ClC=1C=C(C=CC1CN1C(OCC1=O)=O)C1=CC=C(C=C1)F (3-[(3-chloro-4′-fluoro-1,1′-biphenyl-4-yl)methyl]-1,3-oxazolidine-2,4-dione). As a reaction SMILES: [Cl:1][C:2]1[CH:3]=[C:4]([C:10]2[CH:15]=[CH:14][C:13]([F:16])=[CH:12][CH:11]=2)[CH:5]=[CH:6][C:7]=1[CH2:8]Cl.[O:17]1[CH2:21][C:20](=[O:22])[NH:19][C:18]1=[O:23].CN(C)C(N(C)C)=N>O1CCCC1>[Cl:1][C:2]1[CH:3]=[C:4]([C:10]2[CH:15]=[CH:14][C:13]([F:16])=[CH:12][CH:11]=2)[CH:5]=[CH:6][C:7]=1[CH2:8][N:19]1[C:20](=[O:22])[CH2:21][O:17][C:18]1=[O:23]. Procedure details: A solution of 0.5 g (1.96 mmol) of 3-chloro-4-(chloromethyl)-4′-fluoro-1,1′-biphenyl, prepared in step 5.3., 0.240 g (2.35 mmol) of 1,3-oxazolidine-2,4-dione and 0.45 g (3.92 mmol) of 1,1,3,3-tetramethylguanidine in 10 ml of tetrahydrofuran is refluxed for 18 hours.